From a dataset of the Open Reaction Database (ORD), a public repository of structured organic reaction records. describe an organic reaction: reactants, conditions, products, and yield The reactants are C1(CC1)N(C(=O)[C@H]1CN(CC[C@@H]1C1=CC=C(C=C1)OCCOC1=C(C=C(C=C1Cl)C)Cl)C(=O)OC(C)(C)C)CC1=CC(=CC(=C1)CCCOC)O (tert-butyl (3R,4 S)-3-({cyclopropyl[3-hydroxy-5-(3-methoxy-propyl)benzyl]amino}carbonyl)-4-{4-[2-(2,6-dichloro-4-methylphenoxy)ethoxy]-phenyl}piperidine-1-carboxylate), CC1=C(C#N)C=CC(=C1)CBr (methyl 4-(bromomethyl)benzonitrile), C([O-])([O-])=O.[Cs+].[Cs+] (cesium carbonate). Solvent: CN(C)C=O (DMF), CCOCC (ether). Run at temperature 80 celsius, time 16 hour. Product: C(#N)C1=CC=C(COC=2C=C(CN(C(=O)[C@H]3CN(CC[C@@H]3C3=CC=C(C=C3)OCCOC3=C(C=C(C=C3Cl)C)Cl)C(=O)OC(C)(C)C)C3CC3)C=C(C2)CCCOC)C=C1 (tert-Butyl (3R,4S)-3-([[3-[(4-cyanobenzyl)oxy]-5-(3-methoxypropyl)benzyl]-(cyclopropyl)amino]carbonyl}-4-{4-[2-(2,6-dichloro-4-methylphenoxy)ethoxy]-phenyl}piperidine-1-carboxylate). As a reaction SMILES: [CH:1]1([N:4]([CH2:39][C:40]2[CH:45]=[C:44]([CH2:46][CH2:47][CH2:48][O:49][CH3:50])[CH:43]=[C:42]([OH:51])[CH:41]=2)[C:5]([C@@H:7]2[C@@H:12]([C:13]3[CH:18]=[CH:17][C:16]([O:19][CH2:20][CH2:21][O:22][C:23]4[C:28]([Cl:29])=[CH:27][C:26]([CH3:30])=[CH:25][C:24]=4[Cl:31])=[CH:15][CH:14]=3)[CH2:11][CH2:10][N:9]([C:32]([O:34][C:35]([CH3:38])([CH3:37])[CH3:36])=[O:33])[CH2:8]2)=[O:6])[CH2:3][CH2:2]1.C[C:53]1[CH:60]=[C:59]([CH2:61]Br)[CH:58]=[CH:57][C:54]=1[C:55]#[N:56].C(=O)([O-])[O-].[Cs+].[Cs+]>CN(C=O)C.CCOCC>[C:55]([C:54]1[CH:57]=[CH:58][C:59]([CH2:61][O:51][C:42]2[CH:41]=[C:40]([CH:45]=[C:44]([CH2:46][CH2:47][CH2:48][O:49][CH3:50])[CH:43]=2)[CH2:39][N:4]([CH:1]2[CH2:3][CH2:2]2)[C:5]([C@@H:7]2[C@@H:12]([C:13]3[CH:14]=[CH:15][C:16]([O:19][CH2:20][CH2:21][O:22][C:23]4[C:28]([Cl:29])=[CH:27][C:26]([CH3:30])=[CH:25][C:24]=4[Cl:31])=[CH:17][CH:18]=3)[CH2:11][CH2:10][N:9]([C:32]([O:34][C:35]([CH3:38])([CH3:37])[CH3:36])=[O:33])[CH2:8]2)=[O:6])=[CH:60][CH:53]=1)#[N:56] |f:2.3.4|. Reported procedure: To a solution of tert-butyl (3R,4 S)-3-({cyclopropyl[3-hydroxy-5-(3-methoxy-propyl)benzyl]amino}carbonyl)-4-{4-[2-(2,6-dichloro-4-methylphenoxy)ethoxy]-phenyl}piperidine-1-carboxylate (1 eq.) from Example 1/Step 2 in DMF (0.05 M) was added methyl 4-(bromomethyl)benzonitrile (1.6 eq.) and cesium carbonate (1.3 eq.). The reaction was heated to 80° C. and stirred for 16 h. After cooling to rt, the reaction was diluted with ether and quenched with water. The aqueous layer was extracted with ether. T... Reactants: CC(C)(C)[O-], CCOC(C)=O, Clc1ccnc(Cl)c1, [K+], Nc1ccc(O)c(Cl)c1, CN(C)C=O, O. The product is Nc1ccc(Oc2ccnc(Cl)c2)c(Cl)c1. RXN SMILES: [CH3:1][C:2]([CH3:3])([O-:4])[CH3:5].[CH3:30][CH2:31][O:32][C:33]([CH3:34])=[O:35].[Cl:16][c:17]1[n:18][cH:19][cH:20][c:21]([Cl:23])[cH:22]1.[K+:6].[NH2:7][c:8]1[cH:9][c:10]([Cl:15])[c:11]([OH:14])[cH:12][cH:13]1.[O:24]=[CH:25][N:26]([CH3:27])[CH3:28].[OH2:29]>>[NH2:7][c:8]1[cH:9][c:10]([Cl:15])[c:11]([O:14][c:21]2[cH:20][cH:19][n:18][c:17]([Cl:16])[cH:22]2)[cH:12][cH:13]1.